From a dataset of the Open Reaction Database (ORD), a public repository of structured organic reaction records. describe an organic reaction: reactants, conditions, products, and yield Reactants: O=[N+]([O-])c1ccccc1OCCCNc1nc(Cl)ncc1Br, CC(C)=O, O=S(=O)(O)Cl, N. The product is NS(=O)(=O)c1ccc(OCCCNc2nc(Cl)ncc2Br)c([N+](=O)[O-])c1. RXN SMILES: [Br:1][c:2]1[c:3]([NH:9][CH2:10][CH2:11][CH2:12][O:13][c:14]2[c:15]([N+:20](=[O:21])[O-:22])[cH:16][cH:17][cH:18][cH:19]2)[n:4][c:5]([Cl:8])[n:6][cH:7]1.[CH3:29][C:30](=[O:31])[CH3:32].[Cl:23][S:24](=[O:25])(=[O:26])[OH:27].[NH3:28]>>[Br:1][c:2]1[c:3]([NH:9][CH2:10][CH2:11][CH2:12][O:13][c:14]2[c:15]([N+:20](=[O:21])[O-:22])[cH:16][c:17]([S:24](=[O:25])(=[O:27])[NH2:28])[cH:18][cH:19]2)[n:4][c:5]([Cl:8])[n:6][cH:7]1.